Dataset: the Open Reaction Database (ORD), a public repository of structured organic reaction records. Task: describe an organic reaction: reactants, conditions, products, and yield Solvent: C1COCCO1. The reactants are C1=CC(=CC(=C1)S(=O)(=O)N)N, C1=CN=C(N=C1Cl)Cl. Yield: 2.0%. Reaction conditions: temperature 150 celsius. The reagents and catalysts are C(=O)([O-])[O-].[Cs+].[Cs+], CC1(C2=C(C(=CC=C2)P(C3=CC=CC=C3)C4=CC=CC=C4)OC5=C1C=CC=C5P(C6=CC=CC=C6)C7=CC=CC=C7)C, CC(=O)O.CC(=O)O.[Pd]. Procedure: 2,4-dichloropyrimidine (200 mg, 1.34 mmol), 3-aminobenzenesulfonamide (231 mg, 1.34 mmol), (9,9-dimethyl-9H-xanthene-4,5-diyl)bis(diphenylphosphine) (93 mg, 0.16 mmol), cesium carbonate (875 mg, 2.68 mmol) and diacetoxypalladium (15.07 mg, 0.07 mmol) were suspended in dioxane (5 mL) and sealed into a microwave tube. The reaction was heated to 150 °C for 30 minutes in the microwave reactor and cooled to RT. The reaction mixture was diluted with EtOAc (150 mL) and washed with water (150 mL). The o... The product is C1=CC(=CC(=C1)S(=O)(=O)N)NC2=NC=CC(=N2)Cl. Starting materials: COC(=O)C(CC1CCCC1)c1ccc(C#CC2(O)CCCCC2)cc1, CO, [Li+], [OH-], O. The product is O=C(O)C(CC1CCCC1)c1ccc(C#CC2(O)CCCCC2)cc1. As a reaction SMILES: [CH3:1][O:2][C:3]([CH:4]([CH2:5][CH:6]1[CH2:7][CH2:8][CH2:9][CH2:10]1)[c:11]1[cH:12][cH:13][c:14]([C:17]#[C:18][C:19]2([OH:25])[CH2:20][CH2:21][CH2:22][CH2:23][CH2:24]2)[cH:15][cH:16]1)=[O:26].[CH3:29][OH:30].[Li+:27].[OH-:28].[OH2:31]>>[O:2]=[C:3]([CH:4]([CH2:5][CH:6]1[CH2:7][CH2:8][CH2:9][CH2:10]1)[c:11]1[cH:12][cH:13][c:14]([C:17]#[C:18][C:19]2([OH:25])[CH2:20][CH2:21][CH2:22][CH2:23][CH2:24]2)[cH:15][cH:16]1)[OH:26]. Starting materials: COc1ccc(C(C)(C)C)cc1 (substrate), Cn2cnc1ccccc12 (effective_coupling_partner). The reagents and catalysts are IPr. Run at temperature 90 celsius, time 16 hour. The product is Cn3c(c1ccc(C(C)(C)C)cc1)nc2ccccc23. RXN SMILES: [CH2:34]([Cl:35])[Cl:36].[Cl:23][c:24]1[cH:25][cH:26][cH:27][c:28]([C:29]([O:30][OH:32])=[O:31])[cH:33]1.[c:1]1([CH2:11][CH:12]([C:13](=[O:14])[O:15][C:16]([CH3:17])([CH3:18])[CH3:19])[CH2:20][CH:21]=[CH2:22])[cH:2][cH:3][cH:4][c:5]2[cH:6][cH:7][cH:8][cH:9][c:10]12>>[c:1]1([CH2:11][CH:12]([C:13](=[O:14])[O:15][C:16]([CH3:17])([CH3:18])[CH3:19])[CH2:20][CH:21]2[CH2:22][O:31]2)[cH:2][cH:3][cH:4][c:5]2[cH:6][cH:7][cH:8][cH:9][c:10]12. The reactants are ClCCl, O=C(OO)c1cccc(Cl)c1, C=CCC(Cc1cccc2ccccc12)C(=O)OC(C)(C)C. Product: CC(C)(C)OC(=O)C(Cc1cccc2ccccc12)CC1CO1.